Dataset: the Open Reaction Database (ORD), a public repository of structured organic reaction records. Task: describe an organic reaction: reactants, conditions, products, and yield Reactants: ClC(c1ccccc1)(c1ccccc1)c1ccccc1, CCCCCCCCCCCCCCc1ccc(CCCCCC)c(OCC(O)CO)c1, ClC(Cl)Cl, c1ccncc1. The product is CCCCCCCCCCCCCCc1ccc(CCCCCC)c(OCC(O)COC(c2ccccc2)(c2ccccc2)c2ccccc2)c1. RXN SMILES: [C:33]([c:34]1[cH:35][cH:36][cH:37][cH:38][cH:39]1)([c:40]1[cH:41][cH:42][cH:43][cH:44][cH:45]1)([c:46]1[cH:47][cH:48][cH:49][cH:50][cH:51]1)[Cl:52].[CH2:1]([CH2:2][CH2:3][CH2:4][CH2:5][CH3:6])[c:7]1[c:8]([O:9][CH2:10][CH:11]([CH2:12][OH:13])[OH:14])[cH:15][c:16]([CH2:19][CH2:20][CH2:21][CH2:22][CH2:23][CH2:24][CH2:25][CH2:26][CH2:27][CH2:28][CH2:29][CH2:30][CH2:31][CH3:32])[cH:17][cH:18]1.[CH:59]([Cl:60])([Cl:61])[Cl:62].[cH:53]1[cH:54][cH:55][n:56][cH:57][cH:58]1>>[CH2:1]([CH2:2][CH2:3][CH2:4][CH2:5][CH3:6])[c:7]1[c:8]([O:9][CH2:10][CH:11]([CH2:12][O:13][C:33]([c:34]2[cH:35][cH:36][cH:37][cH:38][cH:39]2)([c:40]2[cH:41][cH:42][cH:43][cH:44][cH:45]2)[c:46]2[cH:47][cH:48][cH:49][cH:50][cH:51]2)[OH:14])[cH:15][c:16]([CH2:19][CH2:20][CH2:21][CH2:22][CH2:23][CH2:24][CH2:25][CH2:26][CH2:27][CH2:28][CH2:29][CH2:30][CH2:31][CH3:32])[cH:17][cH:18]1. Starting materials: [Al+3], O=S1(=O)CCCC1, CCCCCCCC[N+](C)(CCCCCCCC)CCCCCCCC, [Cl-], [Cl-], [Cl-], [Cl-], O=[N+]([O-])c1ccc(Cl)c(Cl)c1, [F-], [K+]. The product is O=[N+]([O-])c1ccc(F)c(Cl)c1. As a reaction SMILES: [Al+3:22].[CH2:3]1[S:4](=[O:5])(=[O:6])[CH2:7][CH2:8][CH2:9]1.[CH3:26][N+:27]([CH2:28][CH2:29][CH2:30][CH2:31][CH2:32][CH2:33][CH2:34][CH3:35])([CH2:36][CH2:37][CH2:38][CH2:39][CH2:40][CH2:41][CH2:42][CH3:43])[CH2:44][CH2:45][CH2:46][CH2:47][CH2:48][CH2:49][CH2:50][CH3:51].[Cl-:21].[Cl-:23].[Cl-:24].[Cl-:25].[Cl:10][c:11]1[cH:12][c:13]([N+:18](=[O:19])[O-:20])[cH:14][cH:15][c:16]1[Cl:17].[F-:1].[K+:2]>>[F:1][c:16]1[c:11]([Cl:10])[cH:12][c:13]([N+:18](=[O:19])[O-:20])[cH:14][cH:15]1. The reactants are CC(C)(C)OC(C)(C)C, C=CC(=O)OC(C)(C)C, CC(C)c1ccccc1O, [K], O. Yields the product CC(C)c1ccccc1OCCC(=O)OC(C)(C)C. RXN SMILES: [C:11]([O:12][C:13]([CH3:14])([CH3:15])[CH3:16])([CH3:17])([CH3:18])[CH3:19].[C:22]([CH3:23])([CH3:24])([CH3:25])[O:26][C:27]([CH:28]=[CH2:29])=[O:30].[CH3:1][CH:2]([CH3:3])[c:4]1[cH:5][cH:6][cH:7][cH:8][c:9]1[OH:10].[K:20].[OH2:21]>>[CH3:1][CH:2]([CH3:3])[c:4]1[cH:5][cH:6][cH:7][cH:8][c:9]1[O:10][CH2:29][CH2:28][C:27]([O:26][C:22]([CH3:23])([CH3:24])[CH3:25])=[O:30]. The reactants are CC(=O)OC(C)=O, CC(=O)O, CCC(=O)C1=C(O)C(c2ccc(C)cc2)CCC1=O, O=[N+]([O-])O. Yields the product CCC(=O)C1=C(O)C(c2ccc(C)c([N+](=O)[O-])c2)CCC1=O. Reaction SMILES: [CH3:24][C:25]([O:26][C:27](=[O:28])[CH3:29])=[O:30].[CH3:31][C:32](=[O:33])[OH:34].[OH:1][C:2]1=[C:3]([C:16]([CH2:17][CH3:18])=[O:19])[C:4](=[O:15])[CH2:5][CH2:6][CH:7]1[c:8]1[cH:9][cH:10][c:11]([CH3:14])[cH:12][cH:13]1.[OH:20][N+:21]([O-:22])=[O:23]>>[OH:1][C:2]1=[C:3]([C:16]([CH2:17][CH3:18])=[O:19])[C:4](=[O:15])[CH2:5][CH2:6][CH:7]1[c:8]1[cH:9][c:10]([N+:21](=[O:20])[O-:22])[c:11]([CH3:14])[cH:12][cH:13]1. Starting materials: FC1=C(C=CC=C1)B(O)O (2-fluorophenyl boronic acid), COC(CCC1=C(C=C(C=C1)OC1=CC(=CC=C1)OC1=C(C=C(C=C1)C(F)(F)F)Br)C)=O (3-{4-[3-(2-bromo-4-trifluoromethyl-phenoxy)-phenoxy]-2-methyl-phenyl}-propionic acid methyl ester). Product: FC1=C(C=CC=C1)C1=C(C=CC(=C1)C(F)(F)F)OC=1C=C(OC2=CC(=C(C=C2)CCC(=O)O)C)C=CC1 (3-{4-[3-(2′-Fluoro-5-trifluoromethyl-biphenyl-2-yloxy)-phenoxy]-2-methyl-phenyl}-propionic acid). RXN SMILES: [F:1][C:2]1[CH:7]=[CH:6][CH:5]=[CH:4][C:3]=1B(O)O.C[O:12][C:13](=[O:42])[CH2:14][CH2:15][C:16]1[CH:21]=[CH:20][C:19]([O:22][C:23]2[CH:28]=[CH:27][CH:26]=[C:25]([O:29][C:30]3[CH:35]=[CH:34][C:33]([C:36]([F:39])([F:38])[F:37])=[CH:32][C:31]=3Br)[CH:24]=2)=[CH:18][C:17]=1[CH3:41]>>[F:1][C:2]1[CH:7]=[CH:6][CH:5]=[CH:4][C:3]=1[C:31]1[CH:32]=[C:33]([C:36]([F:39])([F:38])[F:37])[CH:34]=[CH:35][C:30]=1[O:29][C:25]1[CH:24]=[C:23]([CH:28]=[CH:27][CH:26]=1)[O:22][C:19]1[CH:20]=[CH:21][C:16]([CH2:15][CH2:14][C:13]([OH:42])=[O:12])=[C:17]([CH3:41])[CH:18]=1. Reported procedure: The title compound is prepared according to Example 89 by using 2-fluorophenyl boronic acid and 3-{4-[3-(2-bromo-4-trifluoromethyl-phenoxy)-phenoxy]-2-methyl-phenyl}-propionic acid methyl ester to afford about 132 mg (68%). 1H NMR (400 MHz, CDCl3); MS (ES+) m/z mass calcd for C29H22O4F4 510, found 511 (M+1, 100%).